Dataset: the Open Reaction Database (ORD), a public repository of structured organic reaction records. Task: describe an organic reaction: reactants, conditions, products, and yield The reactants are [Li]CCCC, C1CCOC1, CN1CCCN(C)C1=O, CCCCCC, CC(C)[N-]C(C)C, COC(=O)C1CCCC(C(=O)OC)C1, CC(C)NC(C)C, COC(=O)C1CCCC(CCCl)(C(=O)OC)C1, [Li+]. Yields the product COC(=O)C1CC2CCC(C(=O)OC)(C2)C1. Reaction SMILES: [CH2:54]([Li:55])[CH2:56][CH2:57][CH3:58].[CH2:67]1[O:68][CH2:69][CH2:70][CH2:71]1.[CH3:32][N:33]1[CH2:34][CH2:35][CH2:36][N:37]([CH3:38])[C:39]1=[O:40].[CH3:48][CH2:49][CH2:50][CH2:51][CH2:52][CH3:53].[CH3:60][CH:61]([N-:62][CH:63]([CH3:64])[CH3:65])[CH3:66].[CH:18]1([C:19]([O:20][CH3:21])=[O:22])[CH2:23][CH2:24][CH2:25][CH:26]([C:27]([O:28][CH3:29])=[O:30])[CH2:31]1.[CH:41]([NH:42][CH:43]([CH3:44])[CH3:45])([CH3:46])[CH3:47].[Cl:1][CH2:2][CH2:3][C:4]1([C:14](=[O:15])[O:16][CH3:17])[CH2:5][CH:6]([C:10](=[O:11])[O:12][CH3:13])[CH2:7][CH2:8][CH2:9]1.[Li+:59]>>[CH2:2]1[CH2:3][C:4]2([C:14](=[O:15])[O:16][CH3:17])[CH2:5][CH:6]([C:10](=[O:11])[O:12][CH3:13])[CH2:7][CH:8]1[CH2:9]2.